Task: describe an organic reaction: reactants, conditions, products, and yield. Dataset: the Open Reaction Database (ORD), a public repository of structured organic reaction records RXN SMILES: [C:39](=[O:40])([OH:41])[O-:42].[Cl:18][c:19]1[cH:20][cH:21][cH:22][c:23]2[n:24]1[cH:25][c:26]([CH2:28][O:29][c:30]1[cH:31][cH:32][c:33]([CH2:36][Cl:37])[cH:34][cH:35]1)[n:27]2.[ClH:38].[H-:1].[Na+:2].[Na+:43].[OH:3][N:4]=[C:5]([CH2:6][CH2:7][C:8](=[O:9])[O:10][CH3:11])[c:12]1[cH:13][cH:14][cH:15][cH:16][cH:17]1>>[O:3]([N:4]=[C:5]([CH2:6][CH2:7][C:8](=[O:9])[O:10][CH3:11])[c:12]1[cH:13][cH:14][cH:15][cH:16][cH:17]1)[CH2:36][c:33]1[cH:32][cH:31][c:30]([O:29][CH2:28][c:26]2[cH:25][n:24]3[c:19]([Cl:18])[cH:20][cH:21][cH:22][c:23]3[n:27]2)[cH:35][cH:34]1. The reactants are O=C([O-])O, ClCc1ccc(OCc2cn3c(Cl)cccc3n2)cc1, Cl, [H-], [Na+], [Na+], COC(=O)CCC(=NO)c1ccccc1. Product: COC(=O)CCC(=NOCc1ccc(OCc2cn3c(Cl)cccc3n2)cc1)c1ccccc1. The reactants are COc1ccc(-c2cccc(C(=O)CC(=O)Nc3cc(C(F)(F)F)c(N(C)C)cc3NC(=O)OC(C)(C)C)c2)nn1, ClCCl, O=C(O)C(F)(F)F. The product is COc1ccc(-c2cccc(C3=Nc4cc(N(C)C)c(C(F)(F)F)cc4NC(=O)C3)c2)nn1. As a reaction SMILES: [C:1]([O:2][C:3](=[O:4])[NH:7][c:8]1[c:9]([NH:21][C:22]([CH2:23][C:24](=[O:5])[c:26]2[cH:27][c:28](-[c:32]3[n:33][n:34][c:35]([O:38][CH3:39])[cH:36][cH:37]3)[cH:29][cH:30][cH:31]2)=[O:40])[cH:10][c:11]([C:17]([F:18])([F:19])[F:20])[c:12]([N:14]([CH3:15])[CH3:16])[cH:13]1)([CH3:6])([CH3:25])[CH3:41].[Cl:49][CH2:50][Cl:51].[F:42][C:43]([F:44])([F:45])[C:46]([OH:47])=[O:48]>>[N:7]1=[C:24]([c:26]2[cH:27][c:28](-[c:32]3[n:33][n:34][c:35]([O:38][CH3:39])[cH:36][cH:37]3)[cH:29][cH:30][cH:31]2)[CH2:23][C:22](=[O:40])[NH:21][c:9]2[c:8]1[cH:13][c:12]([N:14]([CH3:15])[CH3:16])[c:11]([C:17]([F:18])([F:19])[F:20])[cH:10]2. Starting materials: OCc1ccc(OCc2ccccc2)cc1, CCOCC, BrP(Br)Br. The product is BrCc1ccc(OCc2ccccc2)cc1. As a reaction SMILES: [CH2:1]([c:2]1[cH:3][cH:4][cH:5][cH:6][cH:7]1)[O:8][c:9]1[cH:10][cH:11][c:12]([CH2:15][OH:16])[cH:13][cH:14]1.[CH3:21][CH2:22][O:23][CH2:24][CH3:25].[P:17]([Br:18])([Br:19])[Br:20]>>[CH2:1]([c:2]1[cH:3][cH:4][cH:5][cH:6][cH:7]1)[O:8][c:9]1[cH:10][cH:11][c:12]([CH2:15][Br:18])[cH:13][cH:14]1. Reported procedure: A solution of 10.99 g of isoamyl nitrite in 10 ml of acetonitrile was added to a mixture of 15.46 g of 3-{2-amino-4-fluoro-5-[3-methyl-2,6-dioxo-4-(trifluoromethyl)-1,2,3,6-tetrahydropyrimidin-1-yl]phenoxy}-2-(ethoxycarbonyl)methoxypyridine, 6.19 g of copper(I) chloride, 12.61 g of copper(II) chloride and 120 ml of acetonitrile dropwise at room temperature, and the mixture was stirred for 3 hours. This reaction solution was poured into a mixture of ice and hydrochloric acid, and extracted with e... Product: ClC1=C(OC=2C(=NC=CC2)OCC(=O)OCC)C=C(C(=C1)F)N1C(N(C(=CC1=O)C(F)(F)F)C)=O (3-{2-chloro-4-fluoro-5-[3-methyl-2,6-dioxo-4-(trifluoromethyl)-1,2,3,6-tetrahydropyrimidin-1-yl]phenoxy}-2-(ethoxycarbonyl)methoxypyridine). Conditions: time 3 hour. RXN SMILES: N(OCCC(C)C)=O.N[C:10]1[CH:29]=[C:28]([F:30])[C:27]([N:31]2[C:36](=[O:37])[CH:35]=[C:34]([C:38]([F:41])([F:40])[F:39])[N:33]([CH3:42])[C:32]2=[O:43])=[CH:26][C:11]=1[O:12][C:13]1[C:14]([O:19][CH2:20][C:21]([O:23][CH2:24][CH3:25])=[O:22])=[N:15][CH:16]=[CH:17][CH:18]=1.[ClH:44]>C(#N)C.[Cu]Cl.[Cu](Cl)Cl>[Cl:44][C:10]1[CH:29]=[C:28]([F:30])[C:27]([N:31]2[C:36](=[O:37])[CH:35]=[C:34]([C:38]([F:41])([F:40])[F:39])[N:33]([CH3:42])[C:32]2=[O:43])=[CH:26][C:11]=1[O:12][C:13]1[C:14]([O:19][CH2:20][C:21]([O:23][CH2:24][CH3:25])=[O:22])=[N:15][CH:16]=[CH:17][CH:18]=1. The solvent is C(C)#N (acetonitrile), C(C)#N (acetonitrile). The reagents and catalysts are [Cu]Cl (copper(I) chloride), [Cu](Cl)Cl (copper(II) chloride). Reactants: N(=O)OCCC(C)C (isoamyl nitrite), NC1=C(OC=2C(=NC=CC2)OCC(=O)OCC)C=C(C(=C1)F)N1C(N(C(=CC1=O)C(F)(F)F)C)=O (3-{2-amino-4-fluoro-5-[3-methyl-2,6-dioxo-4-(trifluoromethyl)-1,2,3,6-tetrahydropyrimidin-1-yl]phenoxy}-2-(ethoxycarbonyl)methoxypyridine), Cl (hydrochloric acid). Reactants: COC(=O)Cc1ccc(OC)c(Oc2ccc(C(F)(F)F)cc2CBr)c1, O=C1NCCO1. Product: COC(=O)Cc1ccc(OC)c(Oc2ccc(C(F)(F)F)cc2CN2CCOC2=O)c1. RXN SMILES: [CH3:1][O:2][C:3]([CH2:4][c:5]1[cH:6][c:7]([O:13][c:14]2[c:15]([CH2:24][Br:25])[cH:16][c:17]([C:20]([F:21])([F:22])[F:23])[cH:18][cH:19]2)[c:8]([O:11][CH3:12])[cH:9][cH:10]1)=[O:26].[O:27]1[C:28](=[O:32])[NH:29][CH2:30][CH2:31]1>>[CH3:1][O:2][C:3]([CH2:4][c:5]1[cH:6][c:7]([O:13][c:14]2[c:15]([CH2:24][N:29]3[C:28](=[O:32])[O:27][CH2:31][CH2:30]3)[cH:16][c:17]([C:20]([F:21])([F:22])[F:23])[cH:18][cH:19]2)[c:8]([O:11][CH3:12])[cH:9][cH:10]1)=[O:26]. Reactants: C1CCOC1, COC(=O)c1ccc(OCc2csc(N3CCN(C(=O)OC(C)(C)C)CC3)n2)cc1, CO, [Na+], [OH-], O. The product is CC(C)(C)OC(=O)N1CCN(c2nc(COc3ccc(C(=O)O)cc3)cs2)CC1. As a reaction SMILES: [CH2:35]1[O:36][CH2:37][CH2:38][CH2:39]1.[CH3:1][O:2][C:3](=[O:4])[c:5]1[cH:6][cH:7][c:8]([O:9][CH2:10][c:11]2[n:12][c:13]([N:16]3[CH2:17][CH2:18][N:19]([C:22](=[O:23])[O:24][C:25]([CH3:26])([CH3:27])[CH3:28])[CH2:20][CH2:21]3)[s:14][cH:15]2)[cH:29][cH:30]1.[CH3:33][OH:34].[Na+:32].[OH-:31].[OH2:40]>>[O:2]=[C:3]([OH:4])[c:5]1[cH:6][cH:7][c:8]([O:9][CH2:10][c:11]2[n:12][c:13]([N:16]3[CH2:17][CH2:18][N:19]([C:22](=[O:23])[O:24][C:25]([CH3:26])([CH3:27])[CH3:28])[CH2:20][CH2:21]3)[s:14][cH:15]2)[cH:29][cH:30]1. Starting materials: COC(=O)CBr, CC(C)[Si](C(C)C)(C(C)C)n1cc(Cc2c(F)ccc(O)c2F)c2cc(-c3cccnc3)cnc21, [H-], [Na+], C1CCOC1, O. Product: COC(=O)COc1ccc(F)c(Cc2cn([Si](C(C)C)(C(C)C)C(C)C)c3ncc(-c4cccnc4)cc23)c1F. As a reaction SMILES: [Br:38][CH2:39][C:40](=[O:41])[O:42][CH3:43].[F:1][c:2]1[c:3]([OH:35])[cH:4][cH:5][c:6]([F:34])[c:7]1[CH2:8][c:9]1[cH:10][n:11]([Si:24]([CH:25]([CH3:26])[CH3:27])([CH:28]([CH3:29])[CH3:30])[CH:31]([CH3:32])[CH3:33])[c:12]2[n:13][cH:14][c:15](-[c:18]3[cH:19][n:20][cH:21][cH:22][cH:23]3)[cH:16][c:17]12.[H-:36].[Na+:37].[O:45]1[CH2:46][CH2:47][CH2:48][CH2:49]1.[OH2:44]>>[F:1][c:2]1[c:3]([O:35][CH2:39][C:40](=[O:41])[O:42][CH3:43])[cH:4][cH:5][c:6]([F:34])[c:7]1[CH2:8][c:9]1[cH:10][n:11]([Si:24]([CH:25]([CH3:26])[CH3:27])([CH:28]([CH3:29])[CH3:30])[CH:31]([CH3:32])[CH3:33])[c:12]2[n:13][cH:14][c:15](-[c:18]3[cH:19][n:20][cH:21][cH:22][cH:23]3)[cH:16][c:17]12.